This data is from the Open Reaction Database (ORD), a public repository of structured organic reaction records. The task is: describe an organic reaction: reactants, conditions, products, and yield The reactants are C(C)(C)(C)C=1C(=C(C=C(C1)C=1C(=NC=CC1)OC)C#CC1=CC=C(C=N1)N)OC (6-[3-tert-butyl-2-methoxy-5-(2-methoxy-pyridin-3-yl)-phenylethynyl]-pyridin-3-ylamine), [H][H] (hydrogen). Reagents/catalysts: [OH-].[OH-].[Pd+2] (Pd(OH)2/C). The solvent is CCOC(=O)C.CO (EtOAc MeOH). Product: C(C)(C)(C)C=1C(=C(C=C(C1)C=1C(=NC=CC1)OC)CCC1=CC=C(C=N1)N)OC (6-{2-[3-tert-butyl-2-methoxy-5-(2-methoxy-pyridin-3-yl)-phenyl]-ethyl}-pyridin-3-ylamine). Yield: 56.2%. Reaction SMILES: [C:1]([C:5]1[C:6]([O:28][CH3:29])=[C:7]([C:19]#[C:20][C:21]2[N:26]=[CH:25][C:24]([NH2:27])=[CH:23][CH:22]=2)[CH:8]=[C:9]([C:11]2[C:12]([O:17][CH3:18])=[N:13][CH:14]=[CH:15][CH:16]=2)[CH:10]=1)([CH3:4])([CH3:3])[CH3:2].[H][H]>[OH-].[OH-].[Pd+2].CCOC(C)=O.CO>[C:1]([C:5]1[C:6]([O:28][CH3:29])=[C:7]([CH2:19][CH2:20][C:21]2[N:26]=[CH:25][C:24]([NH2:27])=[CH:23][CH:22]=2)[CH:8]=[C:9]([C:11]2[C:12]([O:17][CH3:18])=[N:13][CH:14]=[CH:15][CH:16]=2)[CH:10]=1)([CH3:4])([CH3:2])[CH3:3] |f:2.3.4,5.6|. Reported procedure: step 2—A suspension of 180 (0.322 g, 0.831 mmol) 20% Pd(OH)2/C (0.146 g) and EtOAc/MeOH (1:1, 40 mL) was hydrogenated in a Parr Shaker under 50 psi of hydrogen for 2 h. The resulting suspension was filtered through CELITE and evaporated. The crude product was purified by SiO2 chromatography eluting with a EtOAc/hexane gradient (0 to 90% EtOAc) to afford 0.183 g of 6-{2-[3-tert-butyl-2-methoxy-5-(2-methoxy-pyridin-3-yl)-phenyl]-ethyl}-pyridin-3-ylamine (182) as a yellow foam.